This data is from the Open Reaction Database (ORD), a public repository of structured organic reaction records. The task is: describe an organic reaction: reactants, conditions, products, and yield Reaction SMILES: [CH:1]1([C:4]2[CH:9]=[C:8]([C:10]3[C:18]4[C:13](=[CH:14][CH:15]=[C:16]([N+:19]([O-])=O)[CH:17]=4)[N:12]([C:22]([C:35]4[CH:40]=[CH:39][CH:38]=[CH:37][CH:36]=4)([C:29]4[CH:34]=[CH:33][CH:32]=[CH:31][CH:30]=4)[C:23]4[CH:28]=[CH:27][CH:26]=[CH:25][CH:24]=4)[N:11]=3)[CH:7]=[CH:6][N:5]=2)[CH2:3][CH2:2]1.CO.C1(C)C=CC=CC=1>[Pd]>[CH:1]1([C:4]2[CH:9]=[C:8]([C:10]3[C:18]4[C:13](=[CH:14][CH:15]=[C:16]([NH2:19])[CH:17]=4)[N:12]([C:22]([C:23]4[CH:28]=[CH:27][CH:26]=[CH:25][CH:24]=4)([C:35]4[CH:36]=[CH:37][CH:38]=[CH:39][CH:40]=4)[C:29]4[CH:34]=[CH:33][CH:32]=[CH:31][CH:30]=4)[N:11]=3)[CH:7]=[CH:6][N:5]=2)[CH2:2][CH2:3]1 |f:1.2|. Procedure: 3-(2-Cyclopropyl-pyridin-4-yl)-5-nitro-1-trityl-1H-indazole (2 gm) was dissolved in 20 mol of 50% methanol/toluene and balloon hydrogenated for 18 hrs in the presence of 0.4 gm of 50% by weight 10% Pd/C. The reaction mixture was filtered and evaporated to give the title product. Reactants: C1(CC1)C1=NC=CC(=C1)C1=NN(C2=CC=C(C=C12)[N+](=O)[O-])C(C1=CC=CC=C1)(C1=CC=CC=C1)C1=CC=CC=C1 (3-(2-Cyclopropyl-pyridin-4-yl)-5-nitro-1-trityl-1H-indazole), CO.C1(=CC=CC=C1)C (methanol toluene). Reagents/catalysts: [Pd] (Pd/C). Yields the product C1(CC1)C1=NC=CC(=C1)C1=NN(C2=CC=C(C=C12)N)C(C1=CC=CC=C1)(C1=CC=CC=C1)C1=CC=CC=C1 (3-(2-Cyclopropyl-pyridin-4-yl)-1-trityl-1H-indazol-5-ylamine). Reactants: BrCCC#C (4-bromo-1-butyne), C(C)(C)(C)OC(=O)N1CCNCC1 (1-tert-butoxycarbonylpiperazine), C([O-])([O-])=O.[K+].[K+] (potassium carbonate), O (water). Solvent: C(C)#N (acetonitrile). Run at temperature 60 celsius, time 6 hour. Yields the product C(CC#C)N1CCN(CC1)C(=O)OC(C)(C)C (tert-butyl 4-(but-3-ynyl)piperazine-1-carboxylate). The yield is 69.3%. As a reaction SMILES: Br[CH2:2][CH2:3][C:4]#[CH:5].[C:6]([O:10][C:11]([N:13]1[CH2:18][CH2:17][NH:16][CH2:15][CH2:14]1)=[O:12])([CH3:9])([CH3:8])[CH3:7].C(=O)([O-])[O-].[K+].[K+].O>C(#N)C>[CH2:2]([N:16]1[CH2:15][CH2:14][N:13]([C:11]([O:10][C:6]([CH3:9])([CH3:8])[CH3:7])=[O:12])[CH2:18][CH2:17]1)[CH2:3][C:4]#[CH:5] |f:2.3.4|. Procedure: A solution of 4-bromo-1-butyne (0.500 g, 3.76 mmol) in acetonitrile (20 mL) was added with 1-tert-butoxycarbonylpiperazine (0.700 g, 3.76 mmol) and potassium carbonate (0.779 g, 5.64 mmol), and the mixture was stirred at 60° C. for 6 hours. The reaction mixture was added with water, and the mixture was extracted with methylene chloride. The organic layer was washed with saturated brine, then dried over anhydrous magnesium sulfate, and concentrated under reduced pressure. The resulting residue wa... The reagents and catalysts are [Pd] (palladium on carbon). Yields the product NC=1C=C(C(=O)O)C=CC1C=1OC(=NN1)C1=CC=C(C=C1)C(C)(C)C (3-amino-4-[5-(4-t-butylphenyl)-1,3,4-oxadiazol-2-yl]benzoic acid). Procedure: A mixture of 4-[5-(4-t-butylphenyl)-1,3,4-oxadiazol-2-yl]-3-nitrobenzoic acid (0.200 g), 5% palladium on carbon (0.200 g) and tetrahydrofuran (20 ml) was stirred under a hydrogen atmosphere at room temperature and normal pressure for 30 min. Palladium on carbon was filtered off, and the filtrate was concentrated. The residue was purified by silica gel column chromatography (ethyl acetate:methanol=20:1, volume ratio) to give 3-amino-4-[5-(4-t-butylphenyl)-1,3,4-oxadiazol-2-yl]benzoic acid (0.120 ... Yield: 65.3%. The solvent is O1CCCC1 (tetrahydrofuran). RXN SMILES: [C:1]([C:5]1[CH:10]=[CH:9][C:8]([C:11]2[O:15][C:14]([C:16]3[CH:24]=[CH:23][C:19]([C:20]([OH:22])=[O:21])=[CH:18][C:17]=3[N+:25]([O-])=O)=[N:13][N:12]=2)=[CH:7][CH:6]=1)([CH3:4])([CH3:3])[CH3:2]>[Pd].O1CCCC1>[NH2:25][C:17]1[CH:18]=[C:19]([CH:23]=[CH:24][C:16]=1[C:14]1[O:15][C:11]([C:8]2[CH:7]=[CH:6][C:5]([C:1]([CH3:4])([CH3:3])[CH3:2])=[CH:10][CH:9]=2)=[N:12][N:13]=1)[C:20]([OH:22])=[O:21]. Reaction conditions: time 30 minute. The reactants are C(C)(C)(C)C1=CC=C(C=C1)C1=NN=C(O1)C1=C(C=C(C(=O)O)C=C1)[N+](=O)[O-] (4-[5-(4-t-butylphenyl)-1,3,4-oxadiazol-2-yl]-3-nitrobenzoic acid). The reactants are ClCCC(=C(C1=CC=C(C=C1)OCCN(C)C)C1=CC=C(C=C1)OCC1=CC=CC=C1)C1=CC=CC=C1 (4-chloro-1-(4-benzyloxyphenyl)-1-[4-[2-(N,N-dimethylamino )-ethoxy]phenyl]-2-phenyl-1-butene). Reagents/catalysts: C(C)N(CC)CC (triethylamine). The solvent is C(C)O.C(C)(=O)OCC (ethanol ethyl acetate). The product is ClCC/C(=C(/C1=CC=C(C=C1)OCCN(C)C)\C1=CC=C(C=C1)O)/C1=CC=CC=C1 (Z-4-chloro-1-(4-hydroxyphenyl) -1-[4-[2-(N,N-dimethylamino)ethoxy]phenyl]-2-phenyl-1-butene). Reaction SMILES: [Cl:1][CH2:2][CH2:3][C:4]([C:32]1[CH:37]=[CH:36][CH:35]=[CH:34][CH:33]=1)=[C:5]([C:18]1[CH:23]=[CH:22][C:21]([O:24]CC2C=CC=CC=2)=[CH:20][CH:19]=1)[C:6]1[CH:11]=[CH:10][C:9]([O:12][CH2:13][CH2:14][N:15]([CH3:17])[CH3:16])=[CH:8][CH:7]=1>C(O)C.C(OCC)(=O)C.C(N(CC)CC)C>[Cl:1][CH2:2][CH2:3]/[C:4](/[C:32]1[CH:33]=[CH:34][CH:35]=[CH:36][CH:37]=1)=[C:5](\[C:18]1[CH:19]=[CH:20][C:21]([OH:24])=[CH:22][CH:23]=1)/[C:6]1[CH:7]=[CH:8][C:9]([O:12][CH2:13][CH2:14][N:15]([CH3:17])[CH3:16])=[CH:10][CH:11]=1 |f:1.2|. Procedure details: 8.4 g of 4-chloro-1-(4-benzyloxyphenyl)-1-[4-[2-(N,N-dimethylamino )-ethoxy]phenyl]-2-phenyl-1-butene is hydrogenated in 340 ml of ethanol-ethyl acetate (1: 1) containing 11 drops of triethylamine using 5%Pd--C as a catalyst. The catalyst is filtered off and the solvent is evaporated. The residue is treated with ethanol and the product is filtered. The yield is 4.9 g (71%). Reactants: C(C)OC1=CC2=C(C(=NCC(N2C)=O)C2=CC=CC=C2)C=C1OC (8-ethoxy-7-methoxy-1-methyl-5-phenyl-1,3-dihydro-2H-1,4-benzodiazepin-2-one), [N+](=O)([O-])C1=C(CBr)C=CC=C1 (2-nitrobenzyl bromide), BrCC1=C(C#N)C=CC=C1 (2-bromomethyl-benzonitrile). Yields the product C(C)OC1=CC2=C(C(=NC(C(N2C)=O)CC2=C(C#N)C=CC=C2)C2=CC=CC=C2)C=C1OC (2-[(8-ethoxy-7-methoxy-1-methyl-2-oxo-5-phenyl-2,3-dihydro-1H-1,4-benzodiazepin-3-yl)methyl]benzonitrile). Yield: 58.0%. As a reaction SMILES: [CH2:1]([O:3][C:4]1[C:22]([O:23][CH3:24])=[CH:21][C:7]2[C:8]([C:15]3[CH:20]=[CH:19][CH:18]=[CH:17][CH:16]=3)=[N:9][CH2:10][C:11](=[O:14])[N:12]([CH3:13])[C:6]=2[CH:5]=1)[CH3:2].[N+](C1C=CC=CC=1CBr)([O-])=O.Br[CH2:37][C:38]1[CH:45]=[CH:44][CH:43]=[CH:42][C:39]=1[C:40]#[N:41]>>[CH2:1]([O:3][C:4]1[C:22]([O:23][CH3:24])=[CH:21][C:7]2[C:8]([C:15]3[CH:20]=[CH:19][CH:18]=[CH:17][CH:16]=3)=[N:9][CH:10]([CH2:37][C:38]3[CH:45]=[CH:44][CH:43]=[CH:42][C:39]=3[C:40]#[N:41])[C:11](=[O:14])[N:12]([CH3:13])[C:6]=2[CH:5]=1)[CH3:2]. Reported procedure: By replacing 1-ethyl-7,8-dimethoxy-5-phenyl-1,3-dihydro-2H-1,4-benzodiazepin-2-one (IIbd) in example IIbh by 8-ethoxy-7-methoxy-1-methyl-5-phenyl-1,3-dihydro-2H-1,4-benzodiazepin-2-one (IIda), and 2-nitrobenzyl bromide by 2-bromomethyl-benzonitrile, and proceeding in the same manner, the abovenamed product is obtained. Yield: 58%. M: 238–240° C. 1H-NMR (CDCl3, 200 MHz): d 1.53 (s, 3H, CH3), 3.40 (s, 3H, NCH3), 3.71 (s, 3H, OCH3), 3.78–3.90 (m, 3H, —CH2Ph+CH), 4.17 (q, 2H, CH2), 6.64 (s, 1H Ar), ... Starting materials: O=C([O-])[O-], CN(C)C=O, CCN(CC)C(=O)Nc1ccc(Oc2ncnc3cc(O)c(OC)cc23)cc1Cl, ClCc1ccncc1, Cl, [K+], [K+], O. Yields the product CCN(CC)C(=O)Nc1ccc(Oc2ncnc3cc(OCc4ccncc4)c(OC)cc23)cc1Cl. Reaction SMILES: [C:30](=[O:31])([O-:32])[O-:33].[CH3:46][N:47]([CH3:48])[CH:49]=[O:50].[Cl:1][c:2]1[c:3]([NH:22][C:23]([N:24]([CH2:25][CH3:26])[CH2:27][CH3:28])=[O:29])[cH:4][cH:5][c:6]([O:8][c:9]2[n:10][cH:11][n:12][c:13]3[cH:14][c:15]([OH:21])[c:16]([O:19][CH3:20])[cH:17][c:18]23)[cH:7]1.[Cl:37][CH2:38][c:39]1[cH:40][cH:41][n:42][cH:43][cH:44]1.[ClH:36].[K+:34].[K+:35].[OH2:45]>>[Cl:1][c:2]1[c:3]([NH:22][C:23]([N:24]([CH2:25][CH3:26])[CH2:27][CH3:28])=[O:29])[cH:4][cH:5][c:6]([O:8][c:9]2[n:10][cH:11][n:12][c:13]3[cH:14][c:15]([O:21][CH2:38][c:39]4[cH:40][cH:41][n:42][cH:43][cH:44]4)[c:16]([O:19][CH3:20])[cH:17][c:18]23)[cH:7]1. The reactants are ice water, B(Br)(Br)Br (boron tribromide), C(CCCC)[C@@H]1CC[C@H](CC1)CCC1=CC=C(C=C1)OC (2-(trans-4-pentylcyclohexyl)-1-(4-methoxyphenyl)ethane). Solvent: ClCCl (dichloromethane), ClCCl (dichloromethane). Reaction conditions: time 1 hour. Product: C(CCCC)[C@@H]1CC[C@H](CC1)CCC1=CC=C(C=C1)O (4-[2-(trans-4-pentylcyclohexyl)ethyl]phenol). Yield: 94.6%. As a reaction SMILES: B(Br)(Br)Br.[CH2:5]([C@H:10]1[CH2:15][CH2:14][C@H:13]([CH2:16][CH2:17][C:18]2[CH:23]=[CH:22][C:21]([O:24]C)=[CH:20][CH:19]=2)[CH2:12][CH2:11]1)[CH2:6][CH2:7][CH2:8][CH3:9]>ClCCl>[CH2:5]([C@H:10]1[CH2:11][CH2:12][C@H:13]([CH2:16][CH2:17][C:18]2[CH:19]=[CH:20][C:21]([OH:24])=[CH:22][CH:23]=2)[CH2:14][CH2:15]1)[CH2:6][CH2:7][CH2:8][CH3:9]. Procedure details: A solution of 2.6 g of boron tribromide in 50 ml of absolute dichloromethane was treated dropwise at 0° C. with a solution of 2.0 g of 2-(trans-4-pentylcyclohexyl)-1-(4-methoxyphenyl)ethane in 50 ml of absolute dichloromethane. The mixture was stirred for 1 hour and then poured into ice-water. The organic phase was separated and the aqueous phase was back-extracted three times with 50 ml of dichloromethane each time. The combined organic phases were washed with 50 ml of 2N sodium carbonate solut... Product: COC(=O)CCc1cccc(OCCCCCOC(C)=O)c1. The reactants are COC(=O)C=Cc1cccc(OCCCCCOC(C)=O)c1, CO. RXN SMILES: [CH3:1][O:2][C:3]([CH:4]=[CH:5][c:6]1[cH:7][c:8]([O:12][CH2:13][CH2:14][CH2:15][CH2:16][CH2:17][O:18][C:19]([CH3:20])=[O:21])[cH:9][cH:10][cH:11]1)=[O:22].[CH3:23][OH:24]>>[CH3:1][O:2][C:3]([CH2:4][CH2:5][c:6]1[cH:7][c:8]([O:12][CH2:13][CH2:14][CH2:15][CH2:16][CH2:17][O:18][C:19]([CH3:20])=[O:21])[cH:9][cH:10][cH:11]1)=[O:22]. Starting materials: C(C)(C)(C)OC(=O)N[C@H]1C[C@H](C2(OCCO2)CC1)SC(C1=CC=CC=C1)=O (thiobenzoic acid S-((6R,8R)-8-tert-butoxycarbonylamino-1,4-dioxa-spiro[4.5]dec-6-yl) ester), NN (hydrazine). The solvent is ClCCl (dichloromethane), ClCCl (dichloromethane). Conditions: time 24 hour. Yields the product C(C)(C)(C)OC(N[C@H]1C[C@H](C2(OCCO2)CC1)S)=O (((6R,8R)-6-Mercapto-1,4-dioxa-spiro[4.5]dec-8-yl)-carbamic acid tert-butyl ester). Isolated yield 95.0%. RXN SMILES: [C:1]([O:5][C:6]([NH:8][C@@H:9]1[CH2:18][CH2:17][C:12]2([O:16][CH2:15][CH2:14][O:13]2)[C@H:11]([S:19]C(=O)C2C=CC=CC=2)[CH2:10]1)=[O:7])([CH3:4])([CH3:3])[CH3:2].NN>ClCCl>[C:1]([O:5][C:6](=[O:7])[NH:8][C@@H:9]1[CH2:18][CH2:17][C:12]2([O:13][CH2:14][CH2:15][O:16]2)[C@H:11]([SH:19])[CH2:10]1)([CH3:4])([CH3:2])[CH3:3]. Procedure details: A mixture of thiobenzoic acid S-((6R,8R)-8-tert-butoxycarbonylamino-1,4-dioxa-spiro[4.5]dec-6-yl) ester+(6S,8S) diastereomer (695 mg, 1.77 mmol) and hydrazine (80% aq. solution, 0.10 ml, 2.65 mmol) in 7 ml of dichloromethane was stirred for 24 hours. The mixture was diluted with dichloromethane and washed with 1M aqueous HCl, dried and stripped of the solvent to obtain the title compound (490 mg, 95% yield) as yellow-gray oil. Starting materials: BrC1=CC=C(C=C1)[C@H](C)N1C(N[C@](CC1)(C1=CC=CC=C1)CC(=C)C)=O ((R)-1-((S)-1-(4-bromophenyl)ethyl)-4-(2-methylallyl)-4-phenyltetrahydropyrimidin-2(1H)-one), S(=O)(=O)(C1=CC=C(C)C=C1)C#N (TsCN), C(C)(C)(C)OO (tBuOOH), C1(=CC=CC=C1)[SiH3] (PhSiH3), CCO (EtOH). Reagents/catalysts: [Co] (Cobalt). Conditions: time 3 hour. Yields the product BrC1=CC=C(C=C1)[C@H](C)N1C(N[C@](CC1)(C1=CC=CC=C1)CC(C#N)(C)C)=O (3-((R)-1-((S)-1-(4-bromophenyl)ethyl)-2-oxo-4-phenylhexahydropyrimidin-4-yl)-2,2-dimethylpropanenitrile). Isolated yield 4.5%. As a reaction SMILES: [Br:1][C:2]1[CH:7]=[CH:6][C:5]([C@@H:8]([N:10]2[CH2:15][CH2:14][C@:13]([CH2:22][C:23]([CH3:25])=[CH2:24])([C:16]3[CH:21]=[CH:20][CH:19]=[CH:18][CH:17]=3)[NH:12]C2=O)[CH3:9])=[CH:4][CH:3]=1.S([C:37]#[N:38])(C1C=CC(C)=CC=1)(=O)=O.C(OO)(C)(C)C.C1([SiH3])C=CC=CC=1.C[CH2:53][OH:54]>[Co]>[Br:1][C:2]1[CH:3]=[CH:4][C:5]([C@@H:8]([N:10]2[CH2:15][CH2:14][C@:13]([CH2:22][C:23]([CH3:24])([CH3:25])[C:37]#[N:38])([C:16]3[CH:17]=[CH:18][CH:19]=[CH:20][CH:21]=3)[NH:12][C:53]2=[O:54])[CH3:9])=[CH:6][CH:7]=1. Procedure details: Cobalt catalyst 1 (1.32 mg, 0.002 mmol, 1 mol %) was dissolved in EtOH (8 mL; absolute) at rt under argon, (R)-1-((S)-1-(4-bromophenyl)ethyl)-4-(2-methylallyl)-4-phenyltetrahydropyrimidin-2(1H)-one (82.6 mg, 0.2 mmol), TsCN (54 mg, 0.3 mmol), tBuOOH (6 mg, 0.06 mmol), and PhSiH3 (21.6 mg, 0.2 mmol) were added. The resulting solution was stirred at rt for 3 h. The solvent was removed by evaporation, and the residue was purified by prep HPLC to afford 3-((R)-1-((S)-1-(4-bromophenyl)ethyl)-2-oxo-4-...